Dataset: the Open Reaction Database (ORD), a public repository of structured organic reaction records. Task: describe an organic reaction: reactants, conditions, products, and yield Reactants: N1C=CC=2C1=C(N=CC2)NC(C)=O (N-(1H-pyrrolo[2,3-c]pyridin-7-yl) acetamide), ClC1=C(C(=O)Cl)C(=CC=C1)F (2-chloro-6-fluoro benzoyl chloride). The product is ClC1=C(C(=O)C2=CNC3=C(N=CC=C32)NC(C)=O)C(=CC=C1)F (N-[3-(2-Chloro-6-fluorobenzoyl)-1H-pyrrolo[2,3-c]pyridin-7-yl]acetamide). As a reaction SMILES: [NH:1]1[C:5]2=[C:6]([NH:10][C:11](=[O:13])[CH3:12])[N:7]=[CH:8][CH:9]=[C:4]2[CH:3]=[CH:2]1.[Cl:14][C:15]1[CH:23]=[CH:22][CH:21]=[C:20]([F:24])[C:16]=1[C:17](Cl)=[O:18]>>[Cl:14][C:15]1[CH:23]=[CH:22][CH:21]=[C:20]([F:24])[C:16]=1[C:17]([C:3]1[C:4]2[C:5](=[C:6]([NH:10][C:11](=[O:13])[CH3:12])[N:7]=[CH:8][CH:9]=2)[NH:1][CH:2]=1)=[O:18]. Procedure details: N-[3-(2-Chloro-6-fluorobenzoyl)-1H-pyrrolo[2,3-c]pyridin-7-yl]acetamide was prepared analogously using N-(1H-pyrrolo[2,3-c]pyridin-7-yl) acetamide and 2-chloro-6-fluoro benzoyl chloride (Compound No. 8). The reactants are CCOC(=O)CC(=O)CC, COCCOC, N#CC(F)(F)F, [Na]. Yields the product CCOC(=O)C(C(=O)CC)=C(N)C(F)(F)F. RXN SMILES: [C:1]([CH2:2][CH3:3])(=[O:4])[CH2:5][C:6](=[O:7])[O:8][CH2:9][CH3:10].[CH3:18][O:19][CH2:20][CH2:21][O:22][CH3:23].[F:12][C:13]([C:14]#[N:15])([F:16])[F:17].[Na:11]>>[C:1]([CH2:2][CH3:3])(=[O:4])[C:5]([C:6](=[O:7])[O:8][CH2:9][CH3:10])=[C:14]([C:13]([F:12])([F:16])[F:17])[NH2:15]. The product is C(C1=CC=CC=C1)OC(=O)NC([C@H]1N(C[C@@H](C1)O)C(C)(C)C)=O (N2 (benzyloxycarbonyl)-N1 tert.butyl-4(R)-hydroxy-L-prolinamide). Reaction SMILES: C(OC(N1[CH2:18][C@H:17]([OH:19])[CH2:16][C@H:12]1[C:13]([OH:15])=O)=O)C1C=CC=CC=1.C([N:22]1CCOCC1)C.Cl[C:29]([O:31][CH2:32][CH:33]([CH3:35])[CH3:34])=[O:30].[C:36]([NH2:40])([CH3:39])([CH3:38])[CH3:37].O1C[CH2:44][CH2:43][CH2:42]1>>[CH2:32]([O:31][C:29]([NH:22][C:13](=[O:15])[C@@H:12]1[CH2:16][C@@H:17]([OH:19])[CH2:18][N:40]1[C:36]([CH3:39])([CH3:38])[CH3:37])=[O:30])[C:33]1[CH:35]=[CH:44][CH:43]=[CH:42][CH:34]=1. Procedure details: 2.65 g of N-(benzyloxycarbonyl)-4(R)-hydroxy-L-proline were dissolved in 10 ml of dry tetrahydrofuran and cooled to -10° C. while stirring with a magnetic stirrer. 1.15 g of N-ethylmorpholine were added followed immediately by 1.36 g of isobutyl chloroformate. The mixture was stirred at -10° C. for 30 minutes and then 2.19 g of tert.butylamine were added. Stirring was continued at -10° C. for 1 hour, the mixture was allowed to warm to room temperature during 2 hours and was then left to stand fo... Starting materials: C(C)(C)(C)N (tert.butylamine), C(C1=CC=CC=C1)OC(=O)N1[C@H](C(=O)O)C[C@H](C1)O (N-(benzyloxycarbonyl)-4(R)-hydroxy-L-proline), O1CCCC1 (tetrahydrofuran), ClC(=O)OCC(C)C (isobutyl chloroformate), C(C)N1CCOCC1 (N-ethylmorpholine). Run at temperature -10 celsius, time 1 hour. Starting materials: CCOC(C)=O, N#Cc1ccccc1F, [K+], [K+], CC(C)(C)OC(=O)N1C(C(N)=O)CCC1c1ccc(O)cc1, O=C([O-])[O-], CN(C)C=O, O. Product: CC(C)(C)OC(=O)N1C(C(N)=O)CCC1c1ccc(Oc2ccccc2C#N)cc1. RXN SMILES: [CH3:44][CH2:45][O:46][C:47](=[O:48])[CH3:49].[F:23][c:24]1[c:25]([C:26]#[N:27])[cH:28][cH:29][cH:30][cH:31]1.[K+:32].[K+:33].[NH2:1][C:2](=[O:3])[CH:4]1[N:5]([C:16](=[O:17])[O:18][C:19]([CH3:20])([CH3:21])[CH3:22])[CH:6]([c:9]2[cH:10][cH:11][c:12]([OH:15])[cH:13][cH:14]2)[CH2:7][CH2:8]1.[O-:34][C:35]([O-:36])=[O:37].[O:39]=[CH:40][N:41]([CH3:42])[CH3:43].[OH2:38]>>[NH2:1][C:2](=[O:3])[CH:4]1[N:5]([C:16](=[O:17])[O:18][C:19]([CH3:20])([CH3:21])[CH3:22])[CH:6]([c:9]2[cH:10][cH:11][c:12]([O:15][c:24]3[c:25]([C:26]#[N:27])[cH:28][cH:29][cH:30][cH:31]3)[cH:13][cH:14]2)[CH2:7][CH2:8]1. Starting materials: CO (methanol), O (water), NaIO4, OC1=CC2=C(C(C(CO2)C2=CC=C(C=C2)O)C2=CC(=CC=C2)OCCCCCSCCCC(C(F)(F)F)(F)F)C=C1 (7-Hydroxy-3-(4-hydroxyphenyl)-4-[3-(5-(4,4,5,5,5-pentafluoropentylthio)pentyloxy)phenyl]-2,3-dihydro-4H-benzopyran). Run in O1CCOCC1 (1,4-dioxane). Conditions: time 8 hour. The product is OC1=CC2=C(C(C(CO2)C2=CC=C(C=C2)O)C2=CC(=CC=C2)OCCCCCS(=O)CCCC(C(F)(F)F)(F)F)C=C1 (7-hydroxy-3-(4-hydroxyphenyl)-4-[3-(5-(4,4,5,5,5-pentafluoropentylsulfinyl)pentyloxy)phenyl]-2,3-dihydro-4H-benzopyran). The yield is 63.0%. Reaction SMILES: [OH:1][C:2]1[CH:41]=[CH:40][C:5]2[CH:6]([C:17]3[CH:22]=[CH:21][CH:20]=[C:19]([O:23][CH2:24][CH2:25][CH2:26][CH2:27][CH2:28][S:29][CH2:30][CH2:31][CH2:32][C:33]([F:39])([F:38])[C:34]([F:37])([F:36])[F:35])[CH:18]=3)[CH:7]([C:10]3[CH:15]=[CH:14][C:13]([OH:16])=[CH:12][CH:11]=3)[CH2:8][O:9][C:4]=2[CH:3]=1.C[OH:43].O>O1CCOCC1>[OH:1][C:2]1[CH:41]=[CH:40][C:5]2[CH:6]([C:17]3[CH:22]=[CH:21][CH:20]=[C:19]([O:23][CH2:24][CH2:25][CH2:26][CH2:27][CH2:28][S:29]([CH2:30][CH2:31][CH2:32][C:33]([F:39])([F:38])[C:34]([F:35])([F:36])[F:37])=[O:43])[CH:18]=3)[CH:7]([C:10]3[CH:11]=[CH:12][C:13]([OH:16])=[CH:14][CH:15]=3)[CH2:8][O:9][C:4]=2[CH:3]=1. Reported procedure: 7-Hydroxy-3-(4-hydroxyphenyl)-4-[3-(5-(4,4,5,5,5-pentafluoropentylthio)pentyloxy)phenyl]-2,3-dihydro-4H-benzopyran (90 mg, 0.15 mmol) was dissolved in 1,4-dioxane (1.5 ml), methanol (1.5 ml) and water (0.38 ml), and NaIO4 (35.5 mg, 0.16 mmol) was added dropwise thereto. The reaction solution was stirred for 8 hours at room temperature and then filtered. The filtrate was concentrated and the residue was separated by column chromatography (n-hexane:ethyl acetate=1:1) to obtain 58 mg (yield: 63%, 3... Reactants: ClCCl, OCc1n[nH]c2ccc(Cl)cc12, C1CCOC1. The product is O=Cc1n[nH]c2ccc(Cl)cc12. As a reaction SMILES: [Cl:13][CH2:14][Cl:15].[Cl:1][c:2]1[cH:3][c:4]2[c:5]([CH2:11][OH:12])[n:6][nH:7][c:8]2[cH:9][cH:10]1.[O:16]1[CH2:17][CH2:18][CH2:19][CH2:20]1>>[Cl:1][c:2]1[cH:3][c:4]2[c:5]([CH:11]=[O:12])[n:6][nH:7][c:8]2[cH:9][cH:10]1.